The task is: describe an organic reaction: reactants, conditions, products, and yield. This data is from the Open Reaction Database (ORD), a public repository of structured organic reaction records. The reactants are BrC1=C(C=CC(=C1)Cl)C (2-bromo-4-chlorotoluene), BrBr (bromine). Product: BrC1=C(CBr)C=CC(=C1)Cl (2-Bromo-4-chlorobenzyl bromide). Reaction SMILES: [Br:1][C:2]1[CH:7]=[C:6]([Cl:8])[CH:5]=[CH:4][C:3]=1[CH3:9].[Br:10]Br>>[Br:1][C:2]1[CH:7]=[C:6]([Cl:8])[CH:5]=[CH:4][C:3]=1[CH2:9][Br:10]. Reported procedure: In a 500 ml three-necked round-bottom flask equipped with a reflux condenser, thermometer, dropping funnel with pressure-equalizing, magnetic stirring bar and containing 164 g (0.80 mol) of 2-bromo-4-chlorotoluene, 41.3 ml (128 g, 0.80 mmol) of bromine was added dropwise under exposure to a 500 W lamp for 3 hours at 190° C. The resulting mixture was cooled to room temperature. Fractional distillation gave colorless liquid, b.p. 111-115° C./7 mm Hg. Yield 182 g (80%). The reactants are C(CCCCCCCCC)(=O)O (decanoic acid), C(C)(=O)OC(C)=O (acetic anhydride). Reagents/catalysts: [Pd] (Pd), Cl[Pd]([P](C1=CC=CC=C1)(C2=CC=CC=C2)C3=CC=CC=C3)([P](C4=CC=CC=C4)(C5=CC=CC=C5)C6=CC=CC=C6)Cl (dichlorobis(triphenylphosphine)palladium), C1(=CC=CC=C1)P(C1=CC=CC=C1)C1=CC=CC=C1 (triphenylphosphine). Conditions: temperature 255 celsius. Product: C=CCCCCCCC (1-nonene). Isolated yield 867.3%. As a reaction SMILES: [C:1](O)(=O)[CH2:2][CH2:3][CH2:4][CH2:5][CH2:6][CH2:7][CH2:8][CH2:9]C.C(OC(=O)C)(=O)C>Cl[Pd](Cl)([P](C1C=CC=CC=1)(C1C=CC=CC=1)C1C=CC=CC=1)[P](C1C=CC=CC=1)(C1C=CC=CC=1)C1C=CC=CC=1.[Pd].C1(P(C2C=CC=CC=2)C2C=CC=CC=2)C=CC=CC=1>[CH2:1]=[CH:2][CH2:3][CH2:4][CH2:5][CH2:6][CH2:7][CH2:8][CH3:9] |^1:22,41|. Procedure: A mixture of decanoic acid (100 g, 0.580 mol), acetic anhydride (59.2 g, 0.580 mol), dichlorobis(triphenylphosphine)palladium (0.0407 g, 5.8×10-5 mol), and triphenylphosphine (1.52 g, 5.9×10-3 mol) was heated under a slow stream of nitrogen using an oil bath maintained at 255° C. Upon reaching a reaction temperature of ca. 130° C., the acetic acid and/or acetic anhydride distilled out of the reactor into a receiver. When the reaction temperature reached 180°-190° C. decarbonylation initiated, as... Procedure: 7.94 g of the product obtained in Stage C above is introduced at ambient temperature into 80 cm3 of anhydrous THF, followed by cooling down to -78° C. and 13.75 cm3 of a 1.6M n-butyllithium solution in hexane is added. After 10 minutes, 15 cm3 of ethyl chloroformate is added, followed by agitation for another 15 minutes at -78° C. 60 cm3 of water is added, the reaction medium is left to return to ambient temperature, the THF is evaporated off, 10 cm3 of 32% soda is added to destroy the excess et... The reactants are ClC(=O)OCC (ethyl chloroformate), C(CC)SC=1N(C(=C(N1)Br)SC)COCC[Si](C)(C)C (2n-propylthio 4-bromo 5-methylthio 1-[(2-(trimethylsilyl) ethoxy) methyl]1H-imidazole), C1CCOC1 (THF), C(CCC)[Li] (n-butyllithium). Reaction conditions: temperature -78 celsius, time 10 minute. Product: C(CC)SC=1N(C(=CN1)SC)COCC[Si](C)(C)C (2n-propylthio 5-methylthio 1-[(2-(trimethylsilyl) ethoxy) methyl]1H-imidazole). As a reaction SMILES: [CH2:1]([S:4][C:5]1[N:6]([CH2:13][O:14][CH2:15][CH2:16][Si:17]([CH3:20])([CH3:19])[CH3:18])[C:7]([S:11][CH3:12])=[C:8](Br)[N:9]=1)[CH2:2][CH3:3].C1COCC1.C([Li])CCC.ClC(OCC)=O>CCCCCC.O>[CH2:1]([S:4][C:5]1[N:6]([CH2:13][O:14][CH2:15][CH2:16][Si:17]([CH3:20])([CH3:18])[CH3:19])[C:7]([S:11][CH3:12])=[CH:8][N:9]=1)[CH2:2][CH3:3]. The solvent is CCCCCC (hexane), O (water). Starting materials: BrCC1=C(C(=C(C=C1)OC)OC)OC (1-bromomethyl-2,3,4-trimethoxybenzene), [C-]#N.[K+] (KCN), C(C1=CC=CC=C1)Br (benzyl bromide), O (water). The solvent is CN(C)C=O (DMF). Conditions: temperature 60 celsius, time 1 hour. Yields the product COC1=C(C=CC(=C1OC)OC)CC#N (2,3,4-trimethoxyphenyl-acetonitrile). RXN SMILES: C(Br)C1C=CC=CC=1.Br[CH2:10][C:11]1[CH:16]=[CH:15][C:14]([O:17][CH3:18])=[C:13]([O:19][CH3:20])[C:12]=1[O:21][CH3:22].[C-:23]#[N:24].[K+].O>CN(C=O)C>[CH3:22][O:21][C:12]1[C:13]([O:19][CH3:20])=[C:14]([O:17][CH3:18])[CH:15]=[CH:16][C:11]=1[CH2:10][C:23]#[N:24] |f:2.3|. Procedure details: Phosphortribromide (6.83 g, 25.22 mmol) was added dropwise to a stirred solution of 2,3,4-trimethoxybenzyl alcohol (10 g, 54.44 mmol) in dichloromethane (100 ml), cooled at 0° C. After 30 min of vigorous stirring, the reaction mixture was slowly quenched with 100 g of ice-water. The dichloromethane layer was separated and the aqueous layer was further extracted with dichloromethane (2×100 ml). The combined extracts were twice washed with a saturated solution of sodium chloride (2×150 ml). The or... The reactants are C(C)(C)(C)OC(=O)N1CC(CC1)C1=C(C=C(C=C1)S(=O)(=O)C1=CC(=CC=C1)F)OCC(NC)=O (3-[4-(3-Fluoro-benzenesulfonyl)-2-methylcarbamoylmethoxy-phenyl]-pyrrolidine-1-carboxylic acid tert-butyl ester), Cl (HCl). The solvent is O1CCOCC1 (1,4-dioxane). Product: FC=1C=C(C=CC1)S(=O)(=O)C=1C=CC(=C(OCC(=O)NC)C1)C1CNCC1 (2-[5-(3-Fluoro-benzenesulfonyl)-2-pyrrolidin-3-yl-phenoxy]-N-methyl-acetamide), hydrochloride salt. Reaction SMILES: C(OC([N:8]1[CH2:12][CH2:11][CH:10]([C:13]2[CH:18]=[CH:17][C:16]([S:19]([C:22]3[CH:27]=[CH:26][CH:25]=[C:24]([F:28])[CH:23]=3)(=[O:21])=[O:20])=[CH:15][C:14]=2[O:29][CH2:30][C:31](=[O:34])[NH:32][CH3:33])[CH2:9]1)=O)(C)(C)C.Cl>O1CCOCC1>[F:28][C:24]1[CH:23]=[C:22]([S:19]([C:16]2[CH:17]=[CH:18][C:13]([CH:10]3[CH2:11][CH2:12][NH:8][CH2:9]3)=[C:14]([CH:15]=2)[O:29][CH2:30][C:31]([NH:32][CH3:33])=[O:34])(=[O:21])=[O:20])[CH:27]=[CH:26][CH:25]=1. Reported procedure: 3-[4-(3-Fluoro-benzenesulfonyl)-2-methylcarbamoylmethoxy-phenyl]-pyrrolidine-1-carboxylic acid tert-butyl ester was deprotected using HCl in 1,4-dioxane following the procedure described in Example 13, to afford 2-[5-(3-Fluoro-benzenesulfonyl)-2-pyrrolidin-3-yl-phenoxy]-N-methyl-acetamide as a hydrochloride salt. MS (M+H)=393. Reactants: O (water), [H-].[Na+] (Sodium hydride), C(C)(C)C1=CC=C(C=C1)C1C(OC2=C1C(=C(C(=C2C)C)O)C)(C)C (3-(4-isopropylphenyl)-2,2,4,6,7-pentamethyl-2,3-dihydrobenzofuran-5-ol), C(C1=CC=CC=C1)Br (benzyl bromide). Run in CN(C=O)C (N,N-dimethylformamide). Reaction conditions: time 10 minute. Yields the product C(C1=CC=CC=C1)OC=1C(=C(C2=C(C(C(O2)(C)C)C2=CC=C(C=C2)C(C)C)C1C)C)C (5-Benzyloxy-3-(4-isopropylphenyl)-2,2,4,6,7-pentamethyl-2,3-dihydrobenzofuran). The yield is 59.5%. Reaction SMILES: [H-].[Na+].[CH:3]([C:6]1[CH:11]=[CH:10][C:9]([CH:12]2[C:16]3[C:17]([CH3:24])=[C:18]([OH:23])[C:19]([CH3:22])=[C:20]([CH3:21])[C:15]=3[O:14][C:13]2([CH3:26])[CH3:25])=[CH:8][CH:7]=1)([CH3:5])[CH3:4].[CH2:27](Br)[C:28]1[CH:33]=[CH:32][CH:31]=[CH:30][CH:29]=1.O>CN(C)C=O>[CH2:27]([O:23][C:18]1[C:19]([CH3:22])=[C:20]([CH3:21])[C:15]2[O:14][C:13]([CH3:26])([CH3:25])[CH:12]([C:9]3[CH:10]=[CH:11][C:6]([CH:3]([CH3:5])[CH3:4])=[CH:7][CH:8]=3)[C:16]=2[C:17]=1[CH3:24])[C:28]1[CH:33]=[CH:32][CH:31]=[CH:30][CH:29]=1 |f:0.1|. Procedure: Sodium hydride (60% liquid paraffin dispersion, 68 mg, 1.70 mmol) was added to a solution of 3-(4-isopropylphenyl)-2,2,4,6,7-pentamethyl-2,3-dihydrobenzofuran-5-ol (0.5 g, 1.54 mmol) in N,N-dimethylformamide (20 mL) at 0° C., and the mixture was stirred for 10 minutes at the same temperature. To the reaction mixture was added benzyl bromide (290 mg, 1.70 mmol) and the mixture was stirred for further 30 minutes at room temperature. The reaction mixture was poured Into water (30 mL), and extracted... Reactants: BrCCC1OC(C(O1)(C)C)(C)C (2-Bromoethyl-4,4,5,5-tetramethyl-1,3-dioxolane), C(CCC=CC)N (4-hexenylamine), [OH-].[Na+] (sodium hydroxide). Run in O (water). Conditions: temperature 100 celsius, time 30 minute. Product: C(CCC=CC)NCCC1OC(C(O1)(C)C)(C)C (N-hex-4-enyl-N-(4,4,5,5-tetramethyl-1,3-dioxolan-2-ylethyl)amine). RXN SMILES: Br[CH2:2][CH2:3][CH:4]1[O:8][C:7]([CH3:10])([CH3:9])[C:6]([CH3:12])([CH3:11])[O:5]1.[CH2:13]([NH2:19])[CH2:14][CH2:15][CH:16]=[CH:17][CH3:18].[OH-].[Na+]>O>[CH2:13]([NH:19][CH2:2][CH2:3][CH:4]1[O:8][C:7]([CH3:10])([CH3:9])[C:6]([CH3:12])([CH3:11])[O:5]1)[CH2:14][CH2:15][CH:16]=[CH:17][CH3:18] |f:2.3|. Procedure details: 2-Bromoethyl-4,4,5,5-tetramethyl-1,3-dioxolane (20 grams) and 4-hexenylamine (100 ml) are charged into a glass reaction vessel equipped with a mechanical stirrer, thermometer and reflux condenser. The reaction mixture is heated at a temperature of about 100° C. for a period of about 3 hours. After this time sodium hydroxide (10 grams) dissolved in water (100 ml) is added and the resulting mixture is stirred for a period of about 30 minutes. The reaction mixture is then extracted with ether. The ...